Dataset: the Open Reaction Database (ORD), a public repository of structured organic reaction records. Task: describe an organic reaction: reactants, conditions, products, and yield Starting materials: CSC=1NC(C(=CN1)C(=O)OCC)=O (Ethyl 1,6-dihydro-2-methylthio-6-oxo-5-pyrimidinecarboxylate), NC1=C(C=CC=C1)O (2-aminophenol). The solvent is CN(C)C=O (DMF). Conditions: temperature 110 celsius, time 18 hour. Product: OC1=C(NC=2NC(C(=CN2)C(=O)OCC)=O)C=CC=C1 (ethyl 1,6-dihydro-2-(2-hydroxyanilino)-6-oxo-5-pyrimidinecarboxylate). The yield is 56.4%. As a reaction SMILES: CS[C:3]1[NH:4][C:5](=[O:14])[C:6]([C:9]([O:11][CH2:12][CH3:13])=[O:10])=[CH:7][N:8]=1.[NH2:15][C:16]1[CH:21]=[CH:20][CH:19]=[CH:18][C:17]=1[OH:22]>CN(C=O)C>[OH:22][C:17]1[CH:18]=[CH:19][CH:20]=[CH:21][C:16]=1[NH:15][C:3]1[NH:4][C:5](=[O:14])[C:6]([C:9]([O:11][CH2:12][CH3:13])=[O:10])=[CH:7][N:8]=1. Procedure: Ethyl 1,6-dihydro-2-methylthio-6-oxo-5-pyrimidinecarboxylate (40 g) and 2-aminophenol (22.4 g) are added to DMF (80 ml), and the mixture is heated with stirring at 110° C. for 18 hour. After cooling, the precipitate is collected by filtration and recrystallized from DMF to give ethyl 1,6-dihydro-2-(2-hydroxyanilino)-6-oxo-5-pyrimidinecarboxylate (29 g). M.p. 289°-291° C. Reactants: C#CCBr, Oc1ccc(-c2ccc(Cl)cc2)cn1, [K+], [K+], O=C([O-])[O-], CN(C)C=O. The product is C#CCOc1ccc(-c2ccc(Cl)cc2)cn1. RXN SMILES: [Br:1][CH2:2][C:3]#[CH:4].[Cl:5][c:6]1[cH:7][cH:8][c:9](-[c:12]2[cH:13][cH:14][c:15]([OH:18])[n:16][cH:17]2)[cH:10][cH:11]1.[K+:19].[K+:20].[O-:21][C:22]([O-:23])=[O:24].[O:25]=[CH:26][N:27]([CH3:28])[CH3:29]>>[CH:2]#[C:3][CH2:4][O:18][c:15]1[cH:14][cH:13][c:12](-[c:9]2[cH:8][cH:7][c:6]([Cl:5])[cH:11][cH:10]2)[cH:17][n:16]1. Starting materials: OC(CC)C=1C(=NN(C1C(C)(C)C)C)S(=O)(=O)N (4-(1-Hydroxypropyl)-1-methyl-5-tert-butylpyrazolesulfonamide), FC(C(=O)O)(F)F (trifluoroacetic acid). Product: C(C=C)C=1C=NN(C1S(=O)(=O)N)C (4-(2-Propenyl)-1-methyl-5-pyrazole sulfonamide). As a reaction SMILES: O[CH:2]([C:5]1[C:6]([S:15]([NH2:18])(=[O:17])=[O:16])=[N:7][N:8](C)[C:9]=1C(C)(C)C)[CH2:3][CH3:4].F[C:20](F)(F)C(O)=O>>[CH2:2]([C:5]1[CH:9]=[N:8][N:7]([CH3:20])[C:6]=1[S:15]([NH2:18])(=[O:17])=[O:16])[CH:3]=[CH2:4]. Reported procedure: The alcohol (3.0 g) from Example 3 was stirred in 25 ml of trifluoroacetic acid at 68° C. for 30 minutes. The solution was allowed to cool to room temperature, and the volatile components were removed in vacuo to afford 510 mg of the desired sulfonamide, m.p. 157°-161° C. Reactants: O1COC2=C1C=CC(=C2)C2(CC2)C(=O)NC=2SC(=C(N2)C)C(N[S@](=O)C(C)(C)C)C2=C(C=CC=C2)Cl (1-(benzo[d][1,3]dioxol-5-yl)-N-(5-((2-chlorophenyl)((R)-1,1-dimethylethylsulfinamido)methyl)-4-methylthiazol-2-yl)cyclopropanecarboxamide), Cl (HCl), O1CCOCC1 (dioxane). The solvent is CO (MeOH). Run at time 3 hour. The product is NC(C1=C(N=C(S1)NC(=O)C1(CC1)C1=CC2=C(OCO2)C=C1)C)C1=C(C=CC=C1)Cl (N-(5-(amino(2-chlorophenyl)methyl)-4-methylthiazol-2-yl)-1-(benzo[d][1,3]dioxol-5-yl)-cyclopropanecarboxamide), solid. Isolated yield 45.0%. RXN SMILES: [O:1]1[C:5]2[CH:6]=[CH:7][C:8]([C:10]3([C:13]([NH:15][C:16]4[S:17][C:18]([CH:22]([C:30]5[CH:35]=[CH:34][CH:33]=[CH:32][C:31]=5[Cl:36])[NH:23][S@@](C(C)(C)C)=O)=[C:19]([CH3:21])[N:20]=4)=[O:14])[CH2:12][CH2:11]3)=[CH:9][C:4]=2[O:3][CH2:2]1.Cl.O1CCOCC1>CO>[NH2:23][CH:22]([C:30]1[CH:35]=[CH:34][CH:33]=[CH:32][C:31]=1[Cl:36])[C:18]1[S:17][C:16]([NH:15][C:13]([C:10]2([C:8]3[CH:7]=[CH:6][C:5]4[O:1][CH2:2][O:3][C:4]=4[CH:9]=3)[CH2:12][CH2:11]2)=[O:14])=[N:20][C:19]=1[CH3:21]. Reported procedure: To a solution of 1-(benzo[d][1,3]dioxol-5-yl)-N-(5-((2-chlorophenyl)((R)-1,1-dimethylethylsulfinamido)methyl)-4-methylthiazol-2-yl)cyclopropanecarboxamide (Isomer A), (1.47 g, 2.69 mmol) in MeOH (13 mL) was added 4 M HCl in dioxane (4 mL, 16 mmol). The reaction mixture was stirred at room temperature for 3 h and then concentrated. The crude product was dissolved in CH2Cl2 and washed with saturated aqueous NaHCO3 solution (×2) and brine, then dried over MgSO4 and concentrated. The crude product w... Reactants: CC1=NC(=CC=C1OC1=CC(=NC=C1)NC(CC)=O)[N+](=O)[O-] (N-(4-((2-methyl-6-nitropyridin-3-yl)oxy)pyridin-2-yl)propionamide). The reagents and catalysts are [Pd] (palladium on carbon). The solvent is CCOC(=O)C.CO (EtOAc MeOH). Product: NC1=CC=C(C(=N1)C)OC1=CC(=NC=C1)NC(CC)=O (N-(4-((6-amino-2-methylpyridin-3-yl)oxy)pyridin-2-yl)propionamide). Yield: 84.6%. RXN SMILES: [CH3:1][C:2]1[C:7]([O:8][C:9]2[CH:14]=[CH:13][N:12]=[C:11]([NH:15][C:16](=[O:19])[CH2:17][CH3:18])[CH:10]=2)=[CH:6][CH:5]=[C:4]([N+:20]([O-])=O)[N:3]=1>[Pd].CCOC(C)=O.CO>[NH2:20][C:4]1[N:3]=[C:2]([CH3:1])[C:7]([O:8][C:9]2[CH:14]=[CH:13][N:12]=[C:11]([NH:15][C:16](=[O:19])[CH2:17][CH3:18])[CH:10]=2)=[CH:6][CH:5]=1 |f:2.3|. Reported procedure: A solution of N-(4-((2-methyl-6-nitropyridin-3-yl)oxy)pyridin-2-yl)propionamide (0.42 g, 1.389 mmol) in 2:1 EtOAc/MeOH (30 mL) was treated with palladium on carbon (50% wet, 0.165 g, 0.139 mmol) and hydrogenated (1 atm) for 2 days. The solids were removed via filtration through diatomaceous earth, washed well with MeOH and the filtrate was concentrated to dryness to afford N-(4-((6-amino-2-methylpyridin-3-yl)oxy)pyridin-2-yl)propionamide (320 mg, 85%). 1H NMR (400 MHz, DMSO-d6): δ 10.41 (s, 1H),...